Task: describe an organic reaction: reactants, conditions, products, and yield. Dataset: the Open Reaction Database (ORD), a public repository of structured organic reaction records The reactants are CC1(C=2C=CC(=CC2C(CC1)(C)C)N)C (5,5,8,8-Tetramethyl-5,6,7,8-tetrahydro-naphthalen-2-ylamine), O (H2O), COC(C1=CC=C(C(=O)O)C=C1)=O (Terephthalic acid monomethyl ester), CN(C)C=O (DMF). Reagents/catalysts: CN(C)C=1C=CN=CC1 (DMAP). Solvent: O=S(Cl)Cl (SOCl2). Reaction conditions: temperature 60 celsius, time 30 minute. Yields the product COC(C1=CC=C(C(=O)NC2=CC=3C(CCC(C3C=C2)(C)C)(C)C)C=C1)=O (N-(5,5,8,8-Tetramethyl-5,6,7,8-tetrahydro-naphthalen-2-yl)-terephthalamic acid methyl ester). Yield: 88.2%. Reaction SMILES: [CH3:1][O:2][C:3](=[O:13])[C:4]1[CH:12]=[CH:11][C:7]([C:8]([OH:10])=O)=[CH:6][CH:5]=1.CN(C=O)C.[CH3:19][C:20]1([CH3:33])[CH2:29][CH2:28][C:27]([CH3:31])([CH3:30])[C:26]2[CH:25]=[C:24]([NH2:32])[CH:23]=[CH:22][C:21]1=2.O>O=S(Cl)Cl.CN(C1C=CN=CC=1)C>[CH3:1][O:2][C:3](=[O:13])[C:4]1[CH:5]=[CH:6][C:7]([C:8]([NH:32][C:24]2[CH:23]=[CH:22][C:21]3[C:20]([CH3:33])([CH3:19])[CH2:29][CH2:28][C:27]([CH3:31])([CH3:30])[C:26]=3[CH:25]=2)=[O:10])=[CH:11][CH:12]=1. Procedure details: Terephthalic acid monomethyl ester (194 mg, 1.08 mmol) was dissolved in SOCl2 (5.39 mL) at 0° C. A drop of DMF was added and the mixture was stirred for 30 min. The SOCl2 was removed under vacuum and the crude acid chloride was dissolved in pyridine (12.5 mL). 5,5,8,8-Tetramethyl-5,6,7,8-tetrahydro-naphthalen-2-ylamine 6 (200 g, 0.98 mmol) and DMAP (12 mg, 0.1 mmol) was added and the mixture was heated at 60° C. for 2 h with stirring. The mixture was poured into H2O and the product was extracted... The reactants are C(C)(=O)C1=CC=CC=C1 (Acetophenone), [Cl-].[Na+] (sodium chloride), S(O)(O)(=O)=O (Sulfuric acid), I(=O)(=O)(=O)[O-].[Na+] (sodium periodate). The solvent is C(C)#N.O (acetonitrile water). Conditions: temperature 80 celsius. Product: ClCC(=O)C1=CC=CC=C1 (α-chloroacetophenone). Isolated yield 55.0%. RXN SMILES: [C:1]([C:4]1[CH:9]=[CH:8][CH:7]=[CH:6][CH:5]=1)(=[O:3])[CH3:2].[Cl-:10].[Na+].S(=O)(=O)(O)O.I([O-])(=O)(=O)=O.[Na+]>C(#N)C.O>[Cl:10][CH2:2][C:1]([C:4]1[CH:9]=[CH:8][CH:7]=[CH:6][CH:5]=1)=[O:3] |f:1.2,4.5,6.7|. Reported procedure: Acetophenone (1 mmol) was treated with sodium chloride (1.2 mmol) in acetonitrile: water (2:1, 6 ml). 20% Sulfuric acid (5 ml) and sodium periodate (20 mol %) was added to the reaction mixture. The mixture was heated at 80° C. under inert atmosphere for 6 h. The product was purified by column chromatography to give α-chloroacetophenone (55%). Starting materials: [BH3-]C#N, COC(=O)c1ccc(C(=O)N2CCN(c3ncccc3N)CC2)cc1, CC(=O)O, CO, CC=O, [Na+], O. Product: CCNc1cccnc1N1CCN(C(=O)c2ccc(C(=O)OC)cc2)CC1. Reaction SMILES: [C:33]([BH3-:34])#[N:35].[CH3:1][O:2][C:3]([c:4]1[cH:5][cH:6][c:7]([C:10](=[O:11])[N:12]2[CH2:13][CH2:14][N:15]([c:18]3[n:19][cH:20][cH:21][cH:22][c:23]3[NH2:24])[CH2:16][CH2:17]2)[cH:8][cH:9]1)=[O:25].[CH3:29][C:30](=[O:31])[OH:32].[CH3:37][OH:38].[CH:26]([CH3:27])=[O:28].[Na+:36].[OH2:39]>>[CH3:1][O:2][C:3]([c:4]1[cH:5][cH:6][c:7]([C:10](=[O:11])[N:12]2[CH2:13][CH2:14][N:15]([c:18]3[n:19][cH:20][cH:21][cH:22][c:23]3[NH:24][CH2:26][CH3:27])[CH2:16][CH2:17]2)[cH:8][cH:9]1)=[O:25].